Task: describe an organic reaction: reactants, conditions, products, and yield. Dataset: the Open Reaction Database (ORD), a public repository of structured organic reaction records Starting materials: FC=1C(=C2C=3N([C@H](CO2)C)C=C(C(C3C1)=O)C(=O)O)F ((3S)-9,10-difluoro-2,3-dihydro-3-methyl-7-oxo-7H-pyrido[1,2,3-de][1,4]benzoxazine-6-carboxylic acid), C(C)(C)(C)OC(=O)N[C@@H]1CNC[C@@H]1C (cis-3-t-butoxycarbonylamino-4-methylpyrrolidine). The solvent is CS(=O)C (dimethyl sulfoxide). Run at time 2 hour. Product: C(C)(C)(C)OC(=O)N[C@@H]1CN(C[C@@H]1C)C=1C(=CC2=C3N([C@H](COC31)C)C=C(C2=O)C(=O)O)F ((3S)-10-(cis-3-t-Butoxycarbonylamino-4-methyl-1-pyrrolidinyl)-9-fluoro-2,3-dihydro-3-methyl-7-oxo-7H-pyrido[1,2,3-de][1,4]benzoxazine-6-carboxylic acid). The yield is 81.7%. Reaction SMILES: [F:1][C:2]1[C:3](F)=[C:4]2[O:9][CH2:8][C@H:7]([CH3:10])[N:6]3[CH:11]=[C:12]([C:17]([OH:19])=[O:18])[C:13](=[O:16])[C:14]([CH:15]=1)=[C:5]23.[C:21]([O:25][C:26]([NH:28][C@H:29]1[C@@H:33]([CH3:34])[CH2:32][NH:31][CH2:30]1)=[O:27])([CH3:24])([CH3:23])[CH3:22]>CS(C)=O>[C:21]([O:25][C:26]([NH:28][C@H:29]1[C@@H:33]([CH3:34])[CH2:32][N:31]([C:3]2[C:2]([F:1])=[CH:15][C:14]3[C:13](=[O:16])[C:12]([C:17]([OH:19])=[O:18])=[CH:11][N:6]4[C@@H:7]([CH3:10])[CH2:8][O:9][C:4]=2[C:5]=34)[CH2:30]1)=[O:27])([CH3:24])([CH3:22])[CH3:23]. Procedure details: A mixture of (3S)-9,10-difluoro-2,3-dihydro-3-methyl-7-oxo-7H-pyrido[1,2,3-de][1,4]benzoxazine-6-carboxylic acid (0.5 g), anhydrous dimethyl sulfoxide (10 ml) and cis-3-t-butoxycarbonylamino-4-methylpyrrolidine (0.54 g) was stirred for 2 hours at 90°-100° C. and then concentrated. The resulting residue was dissolved in chloroform and the solution was washed with 10% aqueous citric acid solution further washed with saturated aqueous sodium chloride solution, dried over anhydrous sodium sulfate an... Starting materials: FC1=C(C(=O)Cl)C=C(C(=C1F)F)F (2,3,4,5-tetrafluorobenzoyl chlorde), [Cl-].[Al+3].[Cl-].[Cl-] (aluminum chloride), C#C (Acetylene). Run in ClCCCl (1,2-dichloroethane). Yields the product ClC=CC(=O)C1=C(C(=C(C(=C1)F)F)F)F (2,3,4,5-Tetrafluorophenyl 2-chlorovinyl ketone). RXN SMILES: [F:1][C:2]1[C:10]([F:11])=[C:9]([F:12])[C:8]([F:13])=[CH:7][C:3]=1[C:4](Cl)=[O:5].[Cl-:14].[Al+3].[Cl-].[Cl-].[CH:18]#[CH:19]>ClCCCl>[Cl:14][CH:18]=[CH:19][C:4]([C:3]1[CH:7]=[C:8]([F:13])[C:9]([F:12])=[C:10]([F:11])[C:2]=1[F:1])=[O:5] |f:1.2.3.4|. Procedure details: 53.2 g of 2,3,4,5-tetrafluorobenzoyl chlorde are added dropwise to a suspension of 36.5 g of anhydrous aluminum chloride in 100 ml of 1,2-dichloroethane at 0°14 10° C., while cooling with ice and stirring. Acetylene is then passed in at 40°-50° C. for 7 hours and the mixture is poured onto ice. The phases are separated, subsequent extraction with methylene chloride is carried out and the extract is washed with water and dried with sodium sulphate. The solvent is distilled off in vacuo and the re... The reactants are C(#N)C=1SC=C(C1OS(=O)(=O)C1=CC=CC=C1)C (benzenesulfonic acid 2-cyano-4-methyl-thiophen-3-yl ester), C(#C)C1=CC=C(C=C1)OC (1-ethynyl-4-methoxy-benzene). The solvent is CCCCCCC.CCOC(=O)C (heptane EtOAc). The product is COC1=CC=C(C=C1)C#CC1=C(SC=C1C)C#N (3-(4-Methoxy-phenyl ethynyl)-4-methyl-thiophene-2-carbonitrile). Reaction SMILES: [C:1]([C:3]1[S:4][CH:5]=[C:6]([CH3:18])[C:7]=1OS(C1C=CC=CC=1)(=O)=O)#[N:2].[C:19]([C:21]1[CH:26]=[CH:25][C:24]([O:27][CH3:28])=[CH:23][CH:22]=1)#[CH:20]>CCCCCCC.CCOC(C)=O>[CH3:28][O:27][C:24]1[CH:25]=[CH:26][C:21]([C:19]#[C:20][C:7]2[C:6]([CH3:18])=[CH:5][S:4][C:3]=2[C:1]#[N:2])=[CH:22][CH:23]=1 |f:2.3|. Procedure details: This product was prepared from benzenesulfonic acid 2-cyano-4-methyl-thiophen-3-yl ester and 1-ethynyl-4-methoxy-benzene following the general procedure for the Sonogashira cross-coupling reaction described above. Chromatography eluent: heptane/EtOAc 9:1; yield (110 mg, 87%); 1H NMR δ (CDCl3): 7.51 (d, J=8.52 Hz, 2H), 6.88 (d, J=8.60 Hz, 2H), 6.81 (s, 1H), 3.84 (s, 3H), 2.51 (s, 3H); LCMS m/z: 253. Reactants: C(CCC=C)[C@@H]1CC[C@H](CC1)C1=CC=C(C=C1)C1=CC=C(C=C1)C#N (4'-[trans-4-(4-pentenyl)cyclohexyl]-4-biphenylcarbonitrile), C(COCCO)O (diethylene glycol), [OH-].[K+] (potassium hydroxide), Cl (hydrochloric acid). The solvent is O (water). Reaction conditions: time 1 hour. The product is C(CCC=C)[C@@H]1CC[C@H](CC1)C1=CC=C(C=C1)C1=CC=C(C=C1)C(=O)O (4'-[trans-4-(4-pentenyl)cyclohexyl]-4-biphenylcarboxylic acid). The yield is 98.5%. RXN SMILES: [CH2:1]([C@H:6]1[CH2:11][CH2:10][C@H:9]([C:12]2[CH:17]=[CH:16][C:15]([C:18]3[CH:23]=[CH:22]C(C#N)=[CH:20][CH:19]=3)=[CH:14][CH:13]=2)[CH2:8][CH2:7]1)[CH2:2][CH2:3][CH:4]=[CH2:5].C(O)CO[CH2:29][CH2:30][OH:31].[OH-:33].[K+].Cl>O>[CH2:1]([C@H:6]1[CH2:11][CH2:10][C@H:9]([C:12]2[CH:17]=[CH:16][C:15]([C:18]3[CH:23]=[CH:22][C:29]([C:30]([OH:31])=[O:33])=[CH:20][CH:19]=3)=[CH:14][CH:13]=2)[CH2:8][CH2:7]1)[CH2:2][CH2:3][CH:4]=[CH2:5] |f:2.3|. Reported procedure: A mixture of 9.88 g of 4'-[trans-4-(4-pentenyl)cyclohexyl]-4-biphenylcarbonitrile, 735 ml of diethylene glycol and 79.9 g of potassium hydroxide was heated to 150°-160° C. while stirring and gassing with nitrogen and held at this temperature for 1 hour. Subsequently, the reaction mixture was cooled to room temperature and treated with 230 ml of semi-concentrated hydrochloric acid while cooling with an ice-bath. Thereafter, the reaction mixture was poured into 1.5 l of water, stirred at room temp...